Task: describe an organic reaction: reactants, conditions, products, and yield. Dataset: the Open Reaction Database (ORD), a public repository of structured organic reaction records Starting materials: Cl, O=C1OC(=O)c2c(F)c(F)c(F)c(F)c21, O, O=S(=O)(O)O. Product: O=C(O)c1c(F)c(F)c(F)c(F)c1C(=O)O. As a reaction SMILES: [ClH:17].[F:1][c:2]1[c:3]([F:15])[c:4]([F:14])[c:5]([F:13])[c:6]2[c:7]1[C:8](=[O:9])[O:10][C:11]2=[O:12].[OH2:16].[S:18](=[O:19])(=[O:20])([OH:21])[OH:22]>>[F:1][c:2]1[c:3]([F:15])[c:4]([F:14])[c:5]([F:13])[c:6]([C:11]([OH:10])=[O:12])[c:7]1[C:8](=[O:9])[OH:16]. The reactants are COC1C=C(c2ccc(-c3ccncc3)cc2)C(OC)O1, CO, COC1CC(c2ccc(-c3ccccc3)cc2)C(OC)O1. Product: COC1CC(c2ccc(-c3ccncc3)cc2)C(OC)O1. RXN SMILES: [CH3:22][O:23][CH:24]1[O:25][CH:26]([O:41][CH3:42])[CH:27]=[C:28]1[c:29]1[cH:30][cH:31][c:32](-[c:35]2[cH:36][cH:37][n:38][cH:39][cH:40]2)[cH:33][cH:34]1.[CH3:43][OH:44].[c:1]1(-[c:2]2[cH:3][cH:4][cH:5][cH:6][cH:7]2)[cH:8][cH:9][c:10]([CH:11]2[CH2:12][CH:13]([O:14][CH3:15])[O:16][CH:17]2[O:18][CH3:19])[cH:20][cH:21]1>>[CH3:22][O:23][CH:24]1[O:25][CH:26]([O:41][CH3:42])[CH2:27][CH:28]1[c:29]1[cH:30][cH:31][c:32](-[c:35]2[cH:36][cH:37][n:38][cH:39][cH:40]2)[cH:33][cH:34]1. The reactants are S(=O)(=O)([O-])S(=O)[O-].[Na+].[Na+] (sodium metabisulphite), CC=1C=C(SC1)C(C)=O ((4-methylthiophenyl)ethanone), O (water), O (water), OOS(=O)[O-].[K+] (oxone), C(CN(CC(=O)O)CC(=O)O)N(CC(=O)O)CC(=O)O (EDTA), O (water). Run in CC(=O)C (acetone). Reaction conditions: time 16 hour. Product: CS(=O)(=O)C1=CC=C(C=C1)C(C)=O ((4-methanesulphonylphenyl)-ethanone). RXN SMILES: [OH:1]OS([O-])=O.[K+].C(N([CH2:23][C:24]([OH:26])=O)CC(O)=O)CN(CC(O)=O)CC(O)=O.[CH3:27][C:28]1[CH:29]=[C:30]([C:33](=O)[CH3:34])[S:31][CH:32]=1.S(S([O-])=O)([O-])(=O)=O.[Na+].[Na+].[OH2:45]>CC(C)=O>[CH3:32][S:31]([C:30]1[CH:33]=[CH:34][C:27]([C:24](=[O:26])[CH3:23])=[CH:28][CH:29]=1)(=[O:1])=[O:45] |f:0.1,4.5.6|. Procedure details: A solution of 1036 g of oxone and 11.7 g of EDTA (Ethylene diamine tetraacetic acid) dissolved in 3.8 l of water is added dropwise to a solution of (4-methylthiophenyl)ethanone (prepared according to J. Am. Chem. Soc. 1952 p. 5475) in 1 l of acetone and 1.1 l of water, the temperature being kept below 32° C. The reaction mixture is stirred for 16 h after the end of the addition, then 550 g of sodium metabisulphite are added portionwise. The reaction mixture is then filtered, the solid obtained i... Starting materials: CC(=O)OCC(C)(C)c1ccc(S(N)(=O)=O)cc1, O=C([O-])[O-], CS(C)=O, Cc1ccc(-c2c(Cl)ncnc2Cl)cc1, Cl, [K+], [K+]. Product: CC(=O)OCC(C)(C)c1ccc(S(=O)(=O)Nc2ncnc(Cl)c2-c2ccc(C)cc2)cc1. RXN SMILES: [C:16]([CH3:17])(=[O:18])[O:19][CH2:20][C:21]([CH3:22])([CH3:23])[c:24]1[cH:25][cH:26][c:27]([S:30](=[O:31])(=[O:32])[NH2:33])[cH:28][cH:29]1.[C:34](=[O:35])([O-:36])[O-:37].[CH3:41][S:42]([CH3:43])=[O:44].[Cl:1][c:2]1[n:3][cH:4][n:5][c:6]([Cl:15])[c:7]1-[c:8]1[cH:9][cH:10][c:11]([CH3:14])[cH:12][cH:13]1.[ClH:40].[K+:38].[K+:39]>>[c:2]1([NH:33][S:30]([c:27]2[cH:26][cH:25][c:24]([C:21]([CH2:20][O:19][C:16]([CH3:17])=[O:18])([CH3:22])[CH3:23])[cH:29][cH:28]2)(=[O:31])=[O:32])[n:3][cH:4][n:5][c:6]([Cl:15])[c:7]1-[c:8]1[cH:9][cH:10][c:11]([CH3:14])[cH:12][cH:13]1. Yields the product ClC=1C=CC=2N(C1)C=C(N2)CN2CCN(CC2)C2=CC=C(C=C2)OC (6-Chloro-2-[[4-(4-methoxyphenyl)-1-piperazinyl]methyl]-imidazo[1,2-a]pyridine). The reactants are ClC=1C=CC=2N(C1)C=C(N2)C(=O)N2CCN(CC2)C2=CC=C(C=C2)OC (1-[(6-chloroimidazo[1,2-a]pyridin-2-yl)carbonyl]-4-(4-methoxy-phenyl)piperazine). Reaction conditions: time 8 hour. Procedure details: To 1-[(6-chloroimidazo[1,2-a]pyridin-2-yl)carbonyl]-4-(4-methoxy-phenyl)piperazine (0.182 g) in THF (6 mL) is added borane-methyl sulfide complex (Aldrich; 0.14 mL). Additional THF (4 mL) is added and the mixture is stirred overnight, after which it is quenched with the dropwise addition of methanol. The mixture is concentrated under reduced pressure and then acetone/6N HCl (10/1) is added. The resulting mixture is stirred for 40 min and then concentrated under reduced pressure. The residue is p... Yield: 15.4%. Reaction SMILES: [Cl:1][C:2]1[CH:3]=[CH:4][C:5]2[N:6]([CH:8]=[C:9]([C:11]([N:13]3[CH2:18][CH2:17][N:16]([C:19]4[CH:24]=[CH:23][C:22]([O:25][CH3:26])=[CH:21][CH:20]=4)[CH2:15][CH2:14]3)=O)[N:10]=2)[CH:7]=1>C1COCC1>[Cl:1][C:2]1[CH:3]=[CH:4][C:5]2[N:6]([CH:8]=[C:9]([CH2:11][N:13]3[CH2:18][CH2:17][N:16]([C:19]4[CH:24]=[CH:23][C:22]([O:25][CH3:26])=[CH:21][CH:20]=4)[CH2:15][CH2:14]3)[N:10]=2)[CH:7]=1. Run in C1CCOC1 (THF), C1CCOC1 (THF). Isolated yield 81.2%. Yields the product C(C)OC(C(=O)OCC)CC=1C=NC(=CC1)C1=CC(=CC=C1)NC (ethyl 2-ethoxy-3-[6-(3-methylaminophenyl)pyrid-3-yl]propanoate). The solvent is O (water). As a reaction SMILES: C(OC([CH2:8][NH:9][C:10]1[CH:11]=[C:12]([C:16]2[N:21]=[CH:20][C:19]([CH2:22][CH:23]([O:29][CH2:30][CH3:31])[C:24]([O:26][CH2:27][CH3:28])=[O:25])=[CH:18][CH:17]=2)[CH:13]=[CH:14][CH:15]=1)=O)(C)(C)C.ClCCl.FC(F)(F)C(O)=O>O>[CH2:30]([O:29][CH:23]([CH2:22][C:19]1[CH:20]=[N:21][C:16]([C:12]2[CH:13]=[CH:14][CH:15]=[C:10]([NH:9][CH3:8])[CH:11]=2)=[CH:17][CH:18]=1)[C:24]([O:26][CH2:27][CH3:28])=[O:25])[CH3:31]. The reactants are C(C)(C)(C)OC(=O)CNC=1C=C(C=CC1)C1=CC=C(C=N1)CC(C(=O)OCC)OCC (ethyl 3-{6-[3-(tert-butoxycarbonylmethylamino)phenyl]pyrid-3-yl}-2-ethoxypropanoate), ClCCl (dichloromethane), FC(C(=O)O)(F)F (trifluoroacetic acid). Procedure: 0.11 g (0.3 mmol) of ethyl 3-{6-[3-(tert-butoxycarbonylmethylamino)phenyl]pyrid-3-yl}-2-ethoxypropanoate, 5 ml of dichloromethane and 0.15 ml (1.9 mmol) of trifluoroacetic acid are stirred at room temperature for 24 hours. After addition of water, the reaction medium is extracted with dichloromethane. The organic phase is dried over magnesium sulfate, filtered and evaporated. 80 mg (94%) of ethyl 2-ethoxy-3-[6-(3-methylaminophenyl)pyrid-3-yl]propanoate are obtained. Reactants: CC1(C(NC2=CC3=C(N=C(N3)C3=C(C=C(C=C3)SC)OC)C=C21)=O)C (7,7-dimethyl-2-(2-methoxy-4-methylthiophenyl)-6,7-dihydro-3H,5H-pyrrolo[2,3-f]benzimidazol-6-one), O (water), C(C)(=O)O (acetic acid), OO (hydrogen peroxide). The product is CC1(C(NC2=CC3=C(N=C(N3)C3=C(C=C(C=C3)S(=O)(=O)C)OC)C=C21)=O)C (7,7-Dimethyl-2-(2-methoxy-4-methylsulphonylphenyl)-6,7-dihydro-3H,5H-pyrrolo[2,3-f]benzimidazol-6-one). As a reaction SMILES: [CH3:1][C:2]1([CH3:25])[C:23]2[C:5](=[CH:6][C:7]3[NH:11][C:10]([C:12]4[CH:17]=[CH:16][C:15]([S:18][CH3:19])=[CH:14][C:13]=4[O:20][CH3:21])=[N:9][C:8]=3[CH:22]=2)[NH:4][C:3]1=[O:24].C(O)(=[O:28])C.OO.[OH2:32]>>[CH3:1][C:2]1([CH3:25])[C:23]2[C:5](=[CH:6][C:7]3[NH:11][C:10]([C:12]4[CH:17]=[CH:16][C:15]([S:18]([CH3:19])(=[O:28])=[O:32])=[CH:14][C:13]=4[O:20][CH3:21])=[N:9][C:8]=3[CH:22]=2)[NH:4][C:3]1=[O:24]. Procedure: 200 mg. (0.56 mmol) 7,7-dimethyl-2-(2-methoxy-4-methylthiophenyl)-6,7-dihydro-3H,5H-pyrrolo[2,3-f]benzimidazol-6-one were stirred for 48 hours at ambient temperature in 4 ml. glacial acetic acid and 0.4 ml. 30% hydrogen peroxide. 10 ml. water were added thereto and the solvent was removed in a vacuum. There were obtained 160 mg. (75% of theory) of the title compound which, after crystallization from ethanol, had a melting point of 235°-237° C. Run at temperature 45 celsius. Solvent: C(C)#N (acetonitrile). Reactants: BrC1=NC(=CC(=N1)Br)Br (2,4,6-tribromopyrimidine), N1=CC(=CC2=CC=CC=C12)N (quinolin-3-amine), N1CCOCC1 (Morpholine), CCN(C(C)C)C(C)C (DIEA). As a reaction SMILES: Br[C:2]1[N:7]=[C:6](Br)[CH:5]=[C:4]([Br:9])[N:3]=1.[N:10]1[C:19]2[C:14](=[CH:15][CH:16]=[CH:17][CH:18]=2)[CH:13]=[C:12]([NH2:20])[CH:11]=1.CCN(C(C)C)C(C)C.[NH:30]1[CH2:35][CH2:34][O:33][CH2:32][CH2:31]1>C(#N)C>[Br:9][C:4]1[N:3]=[C:2]([N:30]2[CH2:35][CH2:34][O:33][CH2:32][CH2:31]2)[N:7]=[C:6]([NH:20][C:12]2[CH:11]=[N:10][C:19]3[C:14]([CH:13]=2)=[CH:15][CH:16]=[CH:17][CH:18]=3)[CH:5]=1. Procedure details: To a solution of 2,4,6-tribromopyrimidine (5.40 g, 17.2 mmol) in acetonitrile (60 mL) was added quinolin-3-amine, followed by DIEA (8.99 mL, 51.6 mmol). The reaction mixture was heated to 45° C. overnight. Morpholine (1.50 mL, 17.2 mmol) was then added, and the reaction mixture continued heating for 4 h. The reaction mixture was then cooled to room temperature, concentrated and dissolved in EtOAc (about 500 mL), the organic solution was washed with saturated NaHCO3 (3×), H2O (2×), brine (1×) and... Yields the product BrC1=CC(=NC(=N1)N1CCOCC1)NC=1C=NC2=CC=CC=C2C1 (N-(6-bromo-2-morpholinopyrimidin-4-yl)quinolin-3-amine). Product: OC1=C(C=NC2=C(C=CC=C12)C(F)(F)F)C(=O)C1=CC=CC=C1 ((4-hydroxy-8-trifluoromethyl-quinolin-3-yl)-phenyl-methanone). Procedure: A solution of 2-benzoyl-3-(2-trifluoromethyl-phenylamino)-acrylic acid ethyl ester(8.2 g, 22.4 mmol) in Dowtherm (120 ml) was heated to reflux. After 4 hr, the reaction was cooled and poured in hexane. The resulting solid was filtered and washed with hexane to give (4-hydroxy-8-trifluoromethyl-quinolin-3-yl)-phenyl-methanone (4.0 g, Yield=56%); MS (ESI) m/z 318(M+H)+; Anal Calcd for C17H10F3NO2: C, 63.36; H, 3.18; N, 4.41. Found: C, 63.96; H, 3.14; N, 4.25. Yield: 56.3%. Solvent: C1=CC=C(C=C1)C2=CC=CC=C2.C1=CC=C(C=C1)OC2=CC=CC=C2 (Dowtherm), CCCCCC (hexane). The reactants are C(C)OC(C(=CNC1=C(C=CC=C1)C(F)(F)F)C(C1=CC=CC=C1)=O)=O (2-benzoyl-3-(2-trifluoromethyl-phenylamino)-acrylic acid ethyl ester). Run at time 4 hour. Reaction SMILES: C([O:3][C:4](=O)[C:5]([C:18](=[O:25])[C:19]1[CH:24]=[CH:23][CH:22]=[CH:21][CH:20]=1)=[CH:6][NH:7][C:8]1[CH:13]=[CH:12][CH:11]=[CH:10][C:9]=1[C:14]([F:17])([F:16])[F:15])C>C1C=CC(C2C=CC=CC=2)=CC=1.C1C=CC(OC2C=CC=CC=2)=CC=1.CCCCCC>[OH:3][C:4]1[C:13]2[C:8](=[C:9]([C:14]([F:16])([F:15])[F:17])[CH:10]=[CH:11][CH:12]=2)[N:7]=[CH:6][C:5]=1[C:18]([C:19]1[CH:24]=[CH:23][CH:22]=[CH:21][CH:20]=1)=[O:25] |f:1.2|. Reactants: CC(C(=O)[O-])S (methylthioglycolate), ClC=1C(=C(C=O)C=CC1)F (3-chloro-2-fluorobenzaldehyde), CN(C=O)C (dimethylformamide). Product: ClC1=CC=CC2=C1SC(=C2)C(=O)OC (methyl 7-chlorobenzo[b]thiophene-2-carboxylate). Reaction SMILES: [CH3:1][CH:2]([SH:6])[C:3]([O-:5])=[O:4].[Cl:7][C:8]1[C:9](F)=[C:10]([CH:13]=[CH:14][CH:15]=1)C=O.[CH3:17]N(C)C=O>>[Cl:7][C:8]1[C:9]2[S:6][C:2]([C:3]([O:5][CH3:17])=[O:4])=[CH:1][C:10]=2[CH:13]=[CH:14][CH:15]=1. Procedure details: In a similar manner to Example 18, methylthioglycolate (13 g) was reacted with 3-chloro-2-fluorobenzaldehyde (19.57 g) in dimethylformamide to give methyl 7-chlorobenzo[b]thiophene-2-carboxylate, which was hydrolysed, chlorinated and reacted with N,O-dimethylhydroxylamine hydrochloride to give 7-chloro-N-methoxy-N-methylbenzo[b]thiophene-2-carboxamide, which was reacted with ethylmagnesium bromide to give 1-(7-chlorobenzo[b]thiophen-2-yl)propan-1-one. This ketone (1.17 g) was reacted with phenyl...